This data is from the Open Reaction Database (ORD), a public repository of structured organic reaction records. The task is: describe an organic reaction: reactants, conditions, products, and yield The reactants are NC1=NC(=C(C(=N1)C=1OC(=CC1)C(F)F)C#N)S(=O)C (2-amino-4-(5-difluoromethyl-furan-2-yl)-6-methanesulfinyl-pyrimidine-5-carbonitrile), SCCC1=NC=CC=C1 (2-mercaptoethylpyridine), C1CCC2=NCCCN2CC1 (DBU). Run in COCCOC (DME). Product: NC1=NC(=C(C(=N1)C=1OC(=CC1)C(F)F)C#N)SCCC1=NC=CC=C1 (2-Amino-4-(5-difluoromethyl-furan-2-yl)-6-(2-pyridin-2-yl-ethylsulfanyl)-pyrimidine-5-carbonitrile). Reaction SMILES: [NH2:1][C:2]1[N:7]=[C:6]([C:8]2[O:9][C:10]([CH:13]([F:15])[F:14])=[CH:11][CH:12]=2)[C:5]([C:16]#[N:17])=[C:4]([S:18]([CH3:20])=O)[N:3]=1.SC[CH2:23][C:24]1[CH:29]=[CH:28][CH:27]=[CH:26][N:25]=1.C1CCN2C(=NCCC2)CC1>COCCOC>[NH2:1][C:2]1[N:7]=[C:6]([C:8]2[O:9][C:10]([CH:13]([F:15])[F:14])=[CH:11][CH:12]=2)[C:5]([C:16]#[N:17])=[C:4]([S:18][CH2:20][CH2:23][C:24]2[CH:29]=[CH:28][CH:27]=[CH:26][N:25]=2)[N:3]=1. Procedure details: From 2-amino-4-(5-difluoromethyl-furan-2-yl)-6-methanesulfinyl-pyrimidine-5-carbonitrile, 2-mercaptoethylpyridine and DBU in DME. ES-MS m/e (%): 374 (M+H+, 100). The reactants are C(C)OC([C@H](CC1=CC=C(C=C1)C#CCCl)OC)=O ((2S)-3-[4-(3-Chloro-prop-1-ynyl)-phenyl]-2-methoxy-propionic acid ethyl ester), C(C)(C)(C1=CC=CC=C1)C1=CC=C(C=C1)O (4-cumylphenol). Yields the product CO[C@H](C(=O)O)CC1=CC=C(C=C1)C#CCOC1=CC=C(C=C1)C(C)(C1=CC=CC=C1)C ((2S)-2-Methoxy-3-(4-{3-[4-(1-methyl-1-phenyl-ethyl)-phenoxy]-prop-1-ynyl}-phenyl)-propionic acid). Reaction SMILES: C([O:3][C:4](=[O:19])[C@@H:5]([O:17][CH3:18])[CH2:6][C:7]1[CH:12]=[CH:11][C:10]([C:13]#[C:14][CH2:15]Cl)=[CH:9][CH:8]=1)C.[C:20]([C:29]1[CH:34]=[CH:33][C:32]([OH:35])=[CH:31][CH:30]=1)([C:23]1[CH:28]=[CH:27][CH:26]=[CH:25][CH:24]=1)([CH3:22])[CH3:21]>>[CH3:18][O:17][C@@H:5]([CH2:6][C:7]1[CH:8]=[CH:9][C:10]([C:13]#[C:14][CH2:15][O:35][C:32]2[CH:31]=[CH:30][C:29]([C:20]([CH3:22])([C:23]3[CH:24]=[CH:25][CH:26]=[CH:27][CH:28]=3)[CH3:21])=[CH:34][CH:33]=2)=[CH:11][CH:12]=1)[C:4]([OH:3])=[O:19]. Reported procedure: The title compound was prepared from (2S)-3-[4-(3-Chloro-prop-1-ynyl)-phenyl]-2-methoxy-propionic acid ethyl ester from Example 5, Step A and 4-cumylphenol in a manner analogous to that described for Example 5, Step B. MS(ES) for C28H28O4[M+NH4]+: 446.2. Reactants: CC(C)OB(OC(C)C)OC(C)C, O=S(=O)(c1ccc(Br)cc1)N1CCCC1, [Li]CCCC, CO, Cl, Nc1ncc(Br)nc1C(=O)NCCN1CCOCC1, [Na+], [Na+], O=C([O-])[O-], C1CCOC1. Yields the product Cl, Nc1ncc(-c2ccc(S(=O)(=O)N3CCCC3)cc2)nc1C(=O)NCCN1CCOCC1. Reaction SMILES: [B:6]([O:7][CH:8]([CH3:9])[CH3:10])([O:11][CH:12]([CH3:13])[CH3:14])[O:15][CH:16]([CH3:17])[CH3:18].[Br:19][c:20]1[cH:21][cH:22][c:23]([S:26](=[O:27])(=[O:28])[N:29]2[CH2:30][CH2:31][CH2:32][CH2:33]2)[cH:24][cH:25]1.[CH2:1]([Li:2])[CH2:3][CH2:4][CH3:5].[CH3:65][OH:66].[ClH:34].[NH2:41][c:42]1[c:43]([C:49](=[O:50])[NH:51][CH2:52][CH2:53][N:54]2[CH2:55][CH2:56][O:57][CH2:58][CH2:59]2)[n:44][c:45]([Br:48])[cH:46][n:47]1.[Na+:35].[Na+:36].[O-:37][C:38](=[O:39])[O-:40].[O:60]1[CH2:61][CH2:62][CH2:63][CH2:64]1>>[ClH:34].[c:20]1(-[c:45]2[n:44][c:43]([C:49](=[O:50])[NH:51][CH2:52][CH2:53][N:54]3[CH2:55][CH2:56][O:57][CH2:58][CH2:59]3)[c:42]([NH2:41])[n:47][cH:46]2)[cH:21][cH:22][c:23]([S:26](=[O:27])(=[O:28])[N:29]2[CH2:30][CH2:31][CH2:32][CH2:33]2)[cH:24][cH:25]1. The reactants are BrCCCCCCCC(=O)OCC (ethyl 8-bromooctanoate), Cl (hydrochloric acid), [H-].[Na+] (sodium hydride), C(C1=CC=CC=C1)O (benzyl alcohol). Solvent: CN(C)C=O (DMF), CN(C)C=O (DMF). Conditions: time 30 minute. The product is C(C1=CC=CC=C1)OCCCCCCCC(=O)OCC (ethyl 8-benzyloxyoctanoate). As a reaction SMILES: [H-].[Na+].[CH2:3]([OH:10])[C:4]1[CH:9]=[CH:8][CH:7]=[CH:6][CH:5]=1.Br[CH2:12][CH2:13][CH2:14][CH2:15][CH2:16][CH2:17][CH2:18][C:19]([O:21][CH2:22][CH3:23])=[O:20].Cl>CN(C=O)C>[CH2:3]([O:10][CH2:12][CH2:13][CH2:14][CH2:15][CH2:16][CH2:17][CH2:18][C:19]([O:21][CH2:22][CH3:23])=[O:20])[C:4]1[CH:9]=[CH:8][CH:7]=[CH:6][CH:5]=1 |f:0.1|. Procedure details: 403 mg (10.1 mmol) of sodium hydride (60% oily) was added to 1.102 g (10.2 mmol) of benzyl alcohol in 15 ml of DMF, and they were stirred for 30 minutes. 2.51 g (9.99 mmol) of ethyl 8-bromooctanoate was dissolved in 5 ml of DMF, and the obtained solution was added dropwise to the reaction mixture in ice bath. After stirring at room temperature for 1.5 hours, 2 N hydrochloric acid was added to the mixture. DMF was evaporated under reduced pressure. After the extraction with ethyl acetate, the org... Product: Cl.N1=C(C=NC=C1)N1[C@H]2CN[C@@H](C1)C2 ((R,R)-2-(2-Pyrazinyl)-2,5-diazabicyclo[2.2.1]heptane hydrochloride). Procedure: A solution of 3.2 g of product from Example 3 and 58 ml of 1N methanolic hydrogen chloride is stirred at room temperature overnight. The reaction is concentrated in vacuo to dryness, diluted with isopropyl alcohol and reconcentrated in vacuo to dryness. The residue is recrystallized from a mixture of isopropanol/diethyl ether to give 2.1 g of the desired product as pale yellow crystals: The reactants are C(C)(C)(C)OC(=O)N1[C@H]2CN([C@@H](C1)C2)C2=NC=CN=C2 ((R,R)-2-(tert-Butyloxycarbonyl)-5-(2-pyrazinyl)-2,5-diazabicyclo[2.2.1]heptane), Cl (hydrogen chloride). As a reaction SMILES: C(OC([N:8]1[CH2:13][C@H:12]2[CH2:14][C@@H:9]1[CH2:10][N:11]2[C:15]1[CH:20]=[N:19][CH:18]=[CH:17][N:16]=1)=O)(C)(C)C.[ClH:21]>>[ClH:21].[N:16]1[CH:17]=[CH:18][N:19]=[CH:20][C:15]=1[N:11]1[CH2:10][C@H:9]2[CH2:14][C@@H:12]1[CH2:13][NH:8]2 |f:2.3|.